From a dataset of the Open Reaction Database (ORD), a public repository of structured organic reaction records. describe an organic reaction: reactants, conditions, products, and yield Starting materials: [Al+3], CCCCC(C)(C)C#N, [H-], [H-], [H-], [H-], [Li+], [Na+], [OH-], O. Product: CCCCC(C)(C)CN. As a reaction SMILES: [Al+3:11].[CH3:1][C:2]([C:3]#[N:4])([CH2:5][CH2:6][CH2:7][CH3:8])[CH3:9].[H-:10].[H-:13].[H-:14].[H-:15].[Li+:12].[Na+:17].[OH-:16].[OH2:18]>>[CH3:1][C:2]([CH2:3][NH2:4])([CH2:5][CH2:6][CH2:7][CH3:8])[CH3:9]. Reactants: N1=C(C=CC=C1)C#CC=1C=C(OCCNC(OC(C)(C)C)=O)C=CC1 (tert-butyl 2-(3-(pyridin-2-ylethynyl)phenoxy)ethylcarbamate), Cl.O1CCOCC1 (HCl dioxane). Yields the product Cl.N1=C(C=CC=C1)C#CC=1C=C(OCCN)C=CC1 (2-(3-(pyridin-2-ylethynyl)phenoxy)ethanamine hydrochloride). RXN SMILES: [N:1]1[CH:6]=[CH:5][CH:4]=[CH:3][C:2]=1[C:7]#[C:8][C:9]1[CH:10]=[C:11]([CH:23]=[CH:24][CH:25]=1)[O:12][CH2:13][CH2:14][NH:15]C(=O)OC(C)(C)C.[ClH:26].O1CCOCC1>>[ClH:26].[N:1]1[CH:6]=[CH:5][CH:4]=[CH:3][C:2]=1[C:7]#[C:8][C:9]1[CH:10]=[C:11]([CH:23]=[CH:24][CH:25]=1)[O:12][CH2:13][CH2:14][NH2:15] |f:1.2,3.4|. Reported procedure: Deprotection of tert-butyl 2-(3-(pyridin-2-ylethynyl)phenoxy)ethylcarbamate with HCl-dioxane following the method used in Example 13 gave 2-(3-(pyridin-2-ylethynyl)phenoxy)ethanamine hydrochloride as a white solid.